Dataset: the Open Reaction Database (ORD), a public repository of structured organic reaction records. Task: describe an organic reaction: reactants, conditions, products, and yield Reactants: CCOC(=O)CC(=O)c1ccccc1, C=Cc1ccccn1, Cl, [Na]. Product: CCOC(=O)C(CCc1ccccn1)C(=O)c1ccccc1. As a reaction SMILES: [C:1]([c:2]1[cH:3][cH:4][cH:5][cH:6][cH:7]1)(=[O:8])[CH2:9][C:10](=[O:11])[O:12][CH2:13][CH3:14].[CH:16](=[CH2:17])[c:18]1[n:19][cH:20][cH:21][cH:22][cH:23]1.[ClH:24].[Na:15]>>[C:1]([c:2]1[cH:3][cH:4][cH:5][cH:6][cH:7]1)(=[O:8])[CH:9]([C:10](=[O:11])[O:12][CH2:13][CH3:14])[CH2:17][CH2:16][c:18]1[n:19][cH:20][cH:21][cH:22][cH:23]1. As a reaction SMILES: [Br:1][C:2]1[CH:3]=[N:4][C:5]([C:8](=[O:10])[CH3:9])=[N:6][CH:7]=1.[CH3:11][Mg]Br>C1COCC1>[Br:1][C:2]1[CH:3]=[N:4][C:5]([C:8]([OH:10])([CH3:11])[CH3:9])=[N:6][CH:7]=1. Run at time 20 minute. Reactants: BrC=1C=NC(=NC1)C(C)=O (1-(5-bromopyrimidin-2-yl)ethanone), C[Mg]Br (methylmagnesium bromide). Procedure details: To a stirred solution of 1-(5-bromopyrimidin-2-yl)ethanone (100 mg, 0.5 mmol) in THF (10 mL) at −78° C. was added methylmagnesium bromide (1.4M solution, 3.6 mL, 5 mmol). The reaction mixture was stirred for an additional 20 minutes until LC/MS analysis indicated that the reaction was complete. Quenching with saturated NH4Cl, extraction with EtOAc and drying over MgSO4, afforded the crude residue which was taken forward as is in the next step. Solvent: C1CCOC1 (THF). The product is BrC=1C=NC(=NC1)C(C)(C)O (2-(5-bromopyrimidin-2-yl)propan-2-ol). Reactants: CC(C)(C)OC(=O)NC1CCCNC1, CCOC(C)=O, O=S(=O)(OCC(F)(F)F)C(F)(F)F, [Na+], O=C([O-])O, O. Yields the product CC(C)(C)OC(=O)NC1CCCN(CC(F)(F)F)C1. RXN SMILES: [C:19]([CH3:20])([CH3:21])([CH3:22])[O:23][C:24]([NH:25][CH:26]1[CH2:27][NH:28][CH2:29][CH2:30][CH2:31]1)=[O:32].[CH3:33][CH2:34][O:35][C:36]([CH3:37])=[O:38].[F:1][C:2]([CH2:3][O:4][S:5]([C:6]([F:7])([F:8])[F:9])(=[O:10])=[O:11])([F:12])[F:13].[Na+:18].[O-:14][C:15]([OH:16])=[O:17].[OH2:39]>>[F:1][C:2]([CH2:3][N:28]1[CH2:27][CH:26]([NH:25][C:24]([O:23][C:19]([CH3:20])([CH3:21])[CH3:22])=[O:32])[CH2:31][CH2:30][CH2:29]1)([F:12])[F:13]. Reactants: CN, COc1cc2c(c(-c3ccc(F)c(Cl)c3)c1)OC(COS(=O)(=O)c1ccc(C)cc1)C2, Cl. Yields the product CNCC1Cc2cc(OC)cc(-c3ccc(F)c(Cl)c3)c2O1. Reaction SMILES: [CH3:33][NH2:34].[Cl:2][c:3]1[cH:4][c:5](-[c:10]2[cH:11][c:12]([O:31][CH3:32])[cH:13][c:14]3[c:18]2[O:17][CH:16]([CH2:19][O:20][S:21]([c:22]2[cH:23][cH:24][c:25]([CH3:26])[cH:27][cH:28]2)(=[O:29])=[O:30])[CH2:15]3)[cH:6][cH:7][c:8]1[F:9].[ClH:1]>>[Cl:2][c:3]1[cH:4][c:5](-[c:10]2[cH:11][c:12]([O:31][CH3:32])[cH:13][c:14]3[c:18]2[O:17][CH:16]([CH2:19][NH:34][CH3:33])[CH2:15]3)[cH:6][cH:7][c:8]1[F:9]. The reactants are CS(=O)(=O)N (Methanesulphonamide), CCN=C=NCCCN(C)C (EDCI), C(=O)(O)CN1C(C(CC2=CC=CC=C12)NC(=O)C1=CC2=C(N1)SC(=C2)Cl)=O (N-[1-(Carboxymethyl)-2-oxo-1,2,3,4-tetrahydroquinolin-3-yl]-2-chloro-6H-thieno[2,3-b]pyrrole-5-carboxamide). Reagents/catalysts: CN(C1=CC=NC=C1)C (4-(dimethylamino)pyridine). Run in C(Cl)Cl (DCM), CO.C(Cl)Cl (MeOH DCM). Run at time 2 day. Yields the product ClC1=CC2=C(NC(=C2)C(=O)NC2C(N(C3=CC=CC=C3C2)CC(=O)NS(=O)(=O)C)=O)S1 (2-Chloro-N-(1-{2-[(methylsulphonyl)amino]-2-oxoethyl}-2-oxo-1,2,3,4-tetrahydroquinolin-3-yl)-6H-thieno[2,3-b]pyrrole-5-carboxamide). As a reaction SMILES: [CH3:1][S:2]([NH2:5])(=[O:4])=[O:3].CCN=C=NCCCN(C)C.[C:17]([CH2:20][N:21]1[C:30]2[C:25](=[CH:26][CH:27]=[CH:28][CH:29]=2)[CH2:24][CH:23]([NH:31][C:32]([C:34]2[NH:38][C:37]3[S:39][C:40]([Cl:42])=[CH:41][C:36]=3[CH:35]=2)=[O:33])[C:22]1=[O:43])(O)=[O:18]>CN(C)C1C=CN=CC=1.C(Cl)Cl.CO.C(Cl)Cl>[Cl:42][C:40]1[S:39][C:37]2[NH:38][C:34]([C:32]([NH:31][CH:23]3[CH2:24][C:25]4[C:30](=[CH:29][CH:28]=[CH:27][CH:26]=4)[N:21]([CH2:20][C:17]([NH:5][S:2]([CH3:1])(=[O:4])=[O:3])=[O:18])[C:22]3=[O:43])=[O:33])=[CH:35][C:36]=2[CH:41]=1 |f:5.6|. Procedure: Methanesulphonamide (90 mg, 0.94 mmol), 4-(dimethylamino)pyridine (287 mg, 2.35 mmol) and EDCI (225 mg, 1.17 mmol) were added to a suspension of N-[1-(carboxymethyl)-2-oxo-1,2,3,4-tetrahydroquinolin-3-yl]-2-chloro-6H-thieno[2,3-b]pyrrole-5-carboxamide (Example 2; 315 mg, 0.78 mmol) in DCM (50 mL) and stirred for 2 days. The reaction was diluted with MeOH:DCM (1:19) (50 mL) and washed with 1M HCl(aq). (50 mL), the organic layer was separated, dried (MgSO4), filtered and evaporated. The residue wa... Reactants: CO, O=C(O)CCc1cnoc1-c1cc(Cl)c(Cl)s1, O=S(=O)(O)O. Product: COC(=O)CCc1cnoc1-c1cc(Cl)c(Cl)s1. RXN SMILES: [CH3:23][OH:24].[Cl:1][c:2]1[cH:3][c:4](-[c:8]2[c:9]([CH2:13][CH2:14][C:15](=[O:16])[OH:17])[cH:10][n:11][o:12]2)[s:5][c:6]1[Cl:7].[S:18](=[O:19])(=[O:20])([OH:21])[OH:22]>>[Cl:1][c:2]1[cH:3][c:4](-[c:8]2[c:9]([CH2:13][CH2:14][C:15](=[O:16])[O:17][CH3:23])[cH:10][n:11][o:12]2)[s:5][c:6]1[Cl:7].